From a dataset of the Open Reaction Database (ORD), a public repository of structured organic reaction records. describe an organic reaction: reactants, conditions, products, and yield Reactants: CN(C)C(=O)Sc1ccc2c(NC(=O)c3ccccc3)nccc2c1, C1CCOC1, CCOC(C)=O, CO, CCCCCCC, [Na+], [OH-], O, O. Product: O=C(Nc1nccc2cc(S)ccc12)c1ccccc1. Reaction SMILES: [C:3]([c:4]1[cH:5][cH:6][cH:7][cH:8][cH:9]1)(=[O:10])[NH:11][c:12]1[n:13][cH:14][cH:15][c:16]2[cH:17][c:18]([S:22][C:23](=[O:24])[N:25]([CH3:26])[CH3:27])[cH:19][cH:20][c:21]12.[CH2:38]1[O:39][CH2:40][CH2:41][CH2:42]1.[CH3:28][CH2:29][O:30][C:31](=[O:32])[CH3:33].[CH3:36][OH:37].[CH3:43][CH2:44][CH2:45][CH2:46][CH2:47][CH2:48][CH3:49].[Na+:2].[OH-:1].[OH2:34].[OH2:35]>>[C:3]([c:4]1[cH:5][cH:6][cH:7][cH:8][cH:9]1)(=[O:10])[NH:11][c:12]1[n:13][cH:14][cH:15][c:16]2[cH:17][c:18]([SH:22])[cH:19][cH:20][c:21]12.